From a dataset of the Open Reaction Database (ORD), a public repository of structured organic reaction records. describe an organic reaction: reactants, conditions, products, and yield The reactants are F[B-](F)(F)F, CCO, Cc1cc(C(=O)O)ccc1C(=O)N1CCCC1, CCN(C(C)C)C(C)C, NC(Cc1c[nH]c2ccccc12)c1nc2cc(Cl)ccc2[nH]1, ClCCl, C1CCOC1, CN(C)C(On1nnc2ccccc21)=[N+](C)C. Yields the product Cc1cc(C(=O)NC(Cc2c[nH]c3ccccc23)c2nc3cc(Cl)ccc3[nH]2)ccc1C(=O)N1CCCC1. As a reaction SMILES: [B-:18]([F:19])([F:20])([F:21])[F:22].[CH2:76]([OH:77])[CH3:78].[CH3:1][c:2]1[cH:3][c:4]([C:5](=[O:6])[OH:7])[cH:8][cH:9][c:10]1[C:11](=[O:12])[N:13]1[CH2:14][CH2:15][CH2:16][CH2:17]1.[CH:40]([N:41]([CH:42]([CH3:43])[CH3:44])[CH2:45][CH3:46])([CH3:47])[CH3:48].[Cl:49][c:50]1[cH:51][c:52]2[c:53]([nH:54][c:55]([CH:57]([CH2:58][c:59]3[cH:60][nH:61][c:62]4[cH:63][cH:64][cH:65][cH:66][c:67]34)[NH2:68])[n:56]2)[cH:69][cH:70]1.[Cl:79][CH2:80][Cl:81].[O:71]1[CH2:72][CH2:73][CH2:74][CH2:75]1.[n:23]1([O:24][C:25]([N:26]([CH3:27])[CH3:28])=[N+:29]([CH3:30])[CH3:31])[c:32]2[cH:33][cH:34][cH:35][cH:36][c:37]2[n:38][n:39]1>>[CH3:1][c:2]1[cH:3][c:4]([C:5](=[O:7])[NH:68][CH:57]([c:55]2[nH:54][c:53]3[c:52]([cH:51][c:50]([Cl:49])[cH:70][cH:69]3)[n:56]2)[CH2:58][c:59]2[cH:60][nH:61][c:62]3[cH:63][cH:64][cH:65][cH:66][c:67]23)[cH:8][cH:9][c:10]1[C:11](=[O:12])[N:13]1[CH2:14][CH2:15][CH2:16][CH2:17]1. Reactants: CCCCCCCCCC1(C(=O)Cl)CCc2ccccc2C1, ClCCl, CN(C)c1ccncc1, Nc1c(F)cc(F)cc1F. Yields the product CCCCCCCCCC1(C(=O)Nc2c(F)cc(F)cc2F)CCc2ccccc2C1. RXN SMILES: [CH2:11]([CH2:12][CH2:13][CH2:14][CH2:15][CH2:16][CH2:17][CH2:18][CH3:19])[C:20]1([C:30](=[O:31])[Cl:32])[CH2:21][c:22]2[cH:23][cH:24][cH:25][cH:26][c:27]2[CH2:28][CH2:29]1.[CH2:42]([Cl:43])[Cl:44].[CH3:33][N:34]([CH3:35])[c:36]1[cH:37][cH:38][n:39][cH:40][cH:41]1.[F:1][c:2]1[c:3]([NH2:4])[c:5]([F:10])[cH:6][c:7]([F:9])[cH:8]1>>[F:1][c:2]1[c:3]([NH:4][C:30]([C:20]2([CH2:11][CH2:12][CH2:13][CH2:14][CH2:15][CH2:16][CH2:17][CH2:18][CH3:19])[CH2:21][c:22]3[cH:23][cH:24][cH:25][cH:26][c:27]3[CH2:28][CH2:29]2)=[O:31])[c:5]([F:10])[cH:6][c:7]([F:9])[cH:8]1. Reactants: BrC1=CC=C(C=C1)CC(C=1N(C(=CN1)CC(CC)(C)C)C)N(C(OCC1=CC=CC=C1)=O)C (benzyl {2-(4-bromophenyl)-1-[5-(2,2-dimethylbutyl)-1-methyl-1H-imidazol-2-yl]ethyl}methylcarbamate), BrC1=NC=C(C=C1)F (2-bromo-5-fluoropyridine), C[Sn](C)C.C[Sn](C)C (hexamethylditin). Reagents/catalysts: C1(=CC=CC=C1)P(C1=CC=CC=C1)C1=CC=CC=C1.C1(=CC=CC=C1)P(C1=CC=CC=C1)C1=CC=CC=C1.C1(=CC=CC=C1)P(C1=CC=CC=C1)C1=CC=CC=C1.C1(=CC=CC=C1)P(C1=CC=CC=C1)C1=CC=CC=C1.[Pd] (Palladium tetrakis(triphenylphosphine)). The solvent is O1CCOCC1 (1,4-dioxane), O (water). Yields the product CC(CC1=CN=C(N1C)C(CC1=CC=C(C=C1)C1=NC=C(C=C1)F)N(C(OCC1=CC=CC=C1)=O)C)(CC)C (benzyl {1-[5-(2,2-dimethylbutyl)-1-methyl-1H-imidazol-2-yl]-2-[4-(5-fluoropyridin-2-yl)phenyl]ethyl}methylcarbamate). RXN SMILES: Br[C:2]1[CH:7]=[CH:6][C:5]([CH2:8][CH:9]([N:22]([CH3:33])[C:23](=[O:32])[O:24][CH2:25][C:26]2[CH:31]=[CH:30][CH:29]=[CH:28][CH:27]=2)[C:10]2[N:11]([CH3:21])[C:12]([CH2:15][C:16]([CH3:20])([CH3:19])[CH2:17][CH3:18])=[CH:13][N:14]=2)=[CH:4][CH:3]=1.Br[C:35]1[CH:40]=[CH:39][C:38]([F:41])=[CH:37][N:36]=1.C[Sn](C)C.C[Sn](C)C>O1CCOCC1.O.C1(P(C2C=CC=CC=2)C2C=CC=CC=2)C=CC=CC=1.C1(P(C2C=CC=CC=2)C2C=CC=CC=2)C=CC=CC=1.C1(P(C2C=CC=CC=2)C2C=CC=CC=2)C=CC=CC=1.C1(P(C2C=CC=CC=2)C2C=CC=CC=2)C=CC=CC=1.[Pd]>[CH3:19][C:16]([CH3:20])([CH2:17][CH3:18])[CH2:15][C:12]1[N:11]([CH3:21])[C:10]([CH:9]([N:22]([CH3:33])[C:23](=[O:32])[O:24][CH2:25][C:26]2[CH:31]=[CH:30][CH:29]=[CH:28][CH:27]=2)[CH2:8][C:5]2[CH:6]=[CH:7][C:2]([C:35]3[CH:40]=[CH:39][C:38]([F:41])=[CH:37][N:36]=3)=[CH:3][CH:4]=2)=[N:14][CH:13]=1 |f:2.3,6.7.8.9.10,^1:42,46|. Procedure details: Palladium tetrakis(triphenylphosphine) (16 mg, 0.01 mmol) was added to a degassed, ambient temperature solution of benzyl {2-(4-bromophenyl)-1-[5-(2,2-dimethylbutyl)-1-methyl-1H-imidazol-2-yl]ethyl}methylcarbamate (72 mg, 0.14 mmol), 2-bromo-5-fluoropyridine (25 mg, 0.14 mmol) and hexamethylditin (46 mg, 0.14 mmol) in 1,4-dioxane (5 mL). After stirring at reflux overnight, the reaction mixture was diluted with water and extracted with methylene chloride and ethyl acetate. The combined organic ex... Reactants: CCNc1cnc(C(C)=O)cc1[N+](=O)[O-], CCO. Yields the product CCNc1cnc(C(C)=O)cc1N. As a reaction SMILES: [CH2:1]([CH3:2])[NH:3][c:4]1[c:5]([N+:13]([O-:14])=[O:15])[cH:6][c:7]([C:10]([CH3:11])=[O:12])[n:8][cH:9]1.[CH3:16][CH2:17][OH:18]>>[CH2:1]([CH3:2])[NH:3][c:4]1[c:5]([NH2:13])[cH:6][c:7]([C:10]([CH3:11])=[O:12])[n:8][cH:9]1.